This data is from the Open Reaction Database (ORD), a public repository of structured organic reaction records. The task is: describe an organic reaction: reactants, conditions, products, and yield The reactants are O=C([O-])C(O)C(O)C(=O)[O-], CCOC(=O)CC12CC(=O)Nc3cccc(c31)N(C(=O)OC(C)(C)C)C2, CC(C)C[AlH]CC(C)C, CO, CC(C)=O, ClCCl, [K+], [Na+]. The product is CC(C)(C)OC(=O)N1CC2(CC=O)CC(=O)Nc3cccc1c32. As a reaction SMILES: [C:38]([CH:39]([CH:40]([C:41]([O-:42])=[O:43])[OH:44])[OH:45])([O-:46])=[O:47].[CH2:1]([O:3][C:4](=[O:2])[CH2:5][C:6]12[CH2:7][C:8](=[O:25])[NH:9][c:10]3[cH:11][cH:12][cH:13][c:14]([c:15]31)[N:16]([C:18](=[O:19])[O:20][C:21]([CH3:22])([CH3:23])[CH3:24])[CH2:17]2)[CH3:26].[CH3:27][CH:28]([CH2:29][AlH:30][CH2:31][CH:32]([CH3:33])[CH3:34])[CH3:35].[CH3:36][OH:37].[CH3:53][C:54](=[O:55])[CH3:56].[Cl:50][CH2:51][Cl:52].[K+:49].[Na+:48]>>[O:3]=[CH:4][CH2:5][C:6]12[CH2:7][C:8](=[O:25])[NH:9][c:10]3[cH:11][cH:12][cH:13][c:14]([c:15]31)[N:16]([C:18](=[O:19])[O:20][C:21]([CH3:22])([CH3:23])[CH3:24])[CH2:17]2. Reaction SMILES: [CH2:18]([O:19][CH2:20][CH3:21])[CH3:22].[CH:1]([CH3:2])([CH3:3])[OH:4].[Cl:5][C:6](=[O:7])[O:8][CH:9]([CH3:10])[Cl:11].[cH:12]1[cH:13][cH:14][n:15][cH:16][cH:17]1>>[CH:1]([CH3:2])([CH3:3])[O:4][C:6](=[O:7])[O:8][CH:9]([CH3:10])[Cl:11]. The product is CC(C)OC(=O)OC(C)Cl. The reactants are CCOCC, CC(C)O, CC(Cl)OC(=O)Cl, c1ccncc1. Reactants: C(C)(C)C1=C(C=C(C=C1)NC(=O)C1=NC=CC(=C1)C1=CNC(C(=C1)NC(OCC1=CC=CC=C1)=O)=O)C (benzyl (2′-((4-isopropyl-3-methylphenyl)carbamoyl)-6-oxo-1,6-dihydro-[3,4′-bipyridin]-5-yl)carbamate). The reagents and catalysts are [OH-].[OH-].[Pd+2] (Pd(OH)2/C). The solvent is CO (MeOH). Reaction conditions: time 8 hour. Yields the product NC1=CC(=CNC1=O)C1=CC(=NC=C1)C(=O)NC1=CC(=C(C=C1)C(C)C)C (5-amino-N-(4-isopropyl-3-methylphenyl)-6-oxo-1,6-dihydro-[3,4′-bipyridine]-2′-carboxamide). Isolated yield 78.8%. As a reaction SMILES: [CH:1]([C:4]1[CH:9]=[CH:8][C:7]([NH:10][C:11]([C:13]2[CH:18]=[C:17]([C:19]3[CH:24]=[C:23]([NH:25]C(=O)OCC4C=CC=CC=4)[C:22](=[O:36])[NH:21][CH:20]=3)[CH:16]=[CH:15][N:14]=2)=[O:12])=[CH:6][C:5]=1[CH3:37])([CH3:3])[CH3:2]>CO.[OH-].[OH-].[Pd+2]>[NH2:25][C:23]1[C:22](=[O:36])[NH:21][CH:20]=[C:19]([C:17]2[CH:16]=[CH:15][N:14]=[C:13]([C:11]([NH:10][C:7]3[CH:8]=[CH:9][C:4]([CH:1]([CH3:2])[CH3:3])=[C:5]([CH3:37])[CH:6]=3)=[O:12])[CH:18]=2)[CH:24]=1 |f:2.3.4|. Reported procedure: To a solution of benzyl (2′-((4-isopropyl-3-methylphenyl)carbamoyl)-6-oxo-1,6-dihydro-[3,4′-bipyridin]-5-yl)carbamate (210 mg, 0.420 mmol) in MeOH (100 mL) was added Pd(OH)2/C (21 mg) and the mixture stirred overnight at RT under hydrogen. The Pd(OH)2/C was removed by filtration and the solvent evaporated to afford 5-amino-N-(4-isopropyl-3-methylphenyl)-6-oxo-1,6-dihydro-[3,4′-bipyridine]-2′-carboxamide (120 mg, 80% yield) as a grey solid: 1H NMR (400 MHz, CDCl3) δ 9.96 (s, 1H), 8.57 (s, 1H), 8.... Reactants: FC1=CC=C2C=CNC2=C1 (6-fluoroindole), N1CCC(CC1)=O (4-piperidone), [OH-].[K+] (KOH). Run in solution, CO (MeOH). The product is FC1=CC=C2C(=CNC2=C1)C=1CCNCC1 (6-Fluoro-3-[1,2,3,6-tetrahydro-pyridin-4-yl]-1H-indole). Reaction SMILES: [F:1][C:2]1[CH:10]=[C:9]2[C:5]([CH:6]=[CH:7][NH:8]2)=[CH:4][CH:3]=1.[NH:11]1[CH2:16][CH2:15][C:14](=O)[CH2:13][CH2:12]1.[OH-].[K+]>CO>[F:1][C:2]1[CH:10]=[C:9]2[C:5]([C:6]([C:14]3[CH2:15][CH2:16][NH:11][CH2:12][CH:13]=3)=[CH:7][NH:8]2)=[CH:4][CH:3]=1 |f:2.3|. Procedure details: A solution of 6-fluoroindole (2 g, 15 mmol) and 4-piperidone (3 g, 19.6 mmol) in 2 N solution of KOH in MeOH (60 mL) was stirred at reflux for 72 h. The mixture was concentrated to ¼ volume, diluted with H20 and filtered affording 2.5 g (77%) as a pale yellow solid: mp 202-204° C.; MS (APCI) m/z 217 [M+H]+. Reactants: B, [N-]=[N+]=NCC(=O)c1ccc(O)c2[nH]c(=O)sc12, C1CCOC1. Product: [N-]=[N+]=NCC(O)c1ccc(O)c2[nH]c(=O)sc12. As a reaction SMILES: [BH3:6].[N:7](=[N+:8]=[N-:9])[CH2:10][C:11](=[O:12])[c:13]1[cH:14][cH:15][c:16]([OH:23])[c:17]2[nH:18][c:19](=[O:22])[s:20][c:21]12.[O:1]1[CH2:2][CH2:3][CH2:4][CH2:5]1>>[N:7](=[N+:8]=[N-:9])[CH2:10][CH:11]([OH:12])[c:13]1[cH:14][cH:15][c:16]([OH:23])[c:17]2[nH:18][c:19](=[O:22])[s:20][c:21]12.